Dataset: the Open Reaction Database (ORD), a public repository of structured organic reaction records. Task: describe an organic reaction: reactants, conditions, products, and yield Reactants: FC=1C=NC(=C(C(=O)O)C1)OC1=CC(=CC=C1)F (5-Fluoro-2-(3-fluorophenoxy)nicotinic acid), Cl.N[C@@H](C)C1=CC=C(C(=O)OC)C=C1 (Methyl 4-[(1S)-1-aminoethyl]benzoate hydrochloride). Yields the product FC=1C=C(C(=NC1)OC1=CC(=CC=C1)F)C(=O)N[C@@H](C)C1=CC=C(C(=O)OC)C=C1 (Methyl 4-[(1S)-1-({[5-fluoro-2-(3-fluorophenoxy)pyridin-3-yl]carbonyl}amino)ethyl]benzoate). Reaction SMILES: [F:1][C:2]1[CH:3]=[N:4][C:5]([O:11][C:12]2[CH:17]=[CH:16][CH:15]=[C:14]([F:18])[CH:13]=2)=[C:6]([CH:10]=1)[C:7]([OH:9])=O.Cl.[NH2:20][C@H:21]([C:23]1[CH:32]=[CH:31][C:26]([C:27]([O:29][CH3:30])=[O:28])=[CH:25][CH:24]=1)[CH3:22]>>[F:1][C:2]1[CH:10]=[C:6]([C:7]([NH:20][C@H:21]([C:23]2[CH:32]=[CH:31][C:26]([C:27]([O:29][CH3:30])=[O:28])=[CH:25][CH:24]=2)[CH3:22])=[O:9])[C:5]([O:11][C:12]2[CH:17]=[CH:16][CH:15]=[C:14]([F:18])[CH:13]=2)=[N:4][CH:3]=1 |f:1.2|. Procedure: The title compound was prepared according to the procedure described in step 3 of Example 1 from 5-fluoro-2-(3-fluorophenoxy)nicotinic acid (step 1) and methyl 4-[(1S)-1-aminoethyl]benzoate hydrochloride (step 3 of Example 5): 1H-NMR (CDCl3) δ 8.33 (1H, dd, J=8.2, 3.1 Hz), 8.12–7.98 (4H, m), 7.47–7.38 (3H, m), 7.05–6.89 (3H, m), 5.36 (1H, m), 3.90 (3H, s), 1.60 (3H, d, J=6.9 Hz). Starting materials: N1C(CCCC1)=O (piperidin-2-one), BrC=1C=NC=C(C1)CCl (3-bromo-5-chloromethyl-pyridine). Yields the product BrC=1C=C(C=NC1)CN1C(CCCC1)=O (1-(5-Bromo-pyridin-3-ylmethyl)-piperidin-2-one). RXN SMILES: [NH:1]1[CH2:6][CH2:5][CH2:4][CH2:3][C:2]1=[O:7].[Br:8][C:9]1[CH:10]=[N:11][CH:12]=[C:13]([CH2:15]Cl)[CH:14]=1>>[Br:8][C:9]1[CH:14]=[C:13]([CH2:15][N:1]2[CH2:6][CH2:5][CH2:4][CH2:3][C:2]2=[O:7])[CH:12]=[N:11][CH:10]=1. Procedure details: In analogy to the procedure described for the preparation of intermediates B-1 [B], piperidin-2-one has been coupled to 3-bromo-5-chloromethyl-pyridine (intermediate B-1 [A]) to yield the title compound as a colorless oil. MS: 269.2, 271.2 (M+H+). Reactants: N1C(CN2C=3C(=CC=CC13)C(C2=O)=O)=O (1H-pyrrolo[ 1,2,3-de]quinoxalin-2,5,6(3H)-trione), [Cl-].[NH4+] (amonium chloride), C1CCOC1 (THF), [Br-] (bromide), C(C)OCC (diethyl ether), C(C)OCC (diethylether). Reaction conditions: time 8 hour. The product is OC1(C(N2CC(NC=3C=CC=C1C23)=O)=O)C2=CC=CC=C2 (6-HYDROXY-6-PHENYL-1H-PYRROLO[ 1,2,3-de]-QUINOXALIN-2,5(3H,6H)-DIONE). As a reaction SMILES: [NH:1]1[C:10]2[CH:9]=[CH:8][CH:7]=[C:6]3[C:11](=[O:14])[C:12](=[O:13])[N:4]([C:5]=23)[CH2:3][C:2]1=[O:15].[CH2:16]1[CH2:20]O[CH2:18][CH2:17]1.[Br-].[Cl-].[NH4+].[CH2:24](OCC)[CH3:25]>>[OH:14][C:11]1([C:16]2[CH:20]=[CH:25][CH:24]=[CH:18][CH:17]=2)[C:6]2[C:5]3[N:4]([CH2:3][C:2](=[O:15])[NH:1][C:10]=3[CH:9]=[CH:8][CH:7]=2)[C:12]1=[O:13] |f:3.4|. Procedure: A suspension was prepared from 4.3 of 1H-pyrrolo[ 1,2,3-de]quinoxalin-2,5,6(3H)-trione in 200 ml. of THF. 16 ml. of a 2.83 M phentlmagnesium bromide solution in diethyl ether (phenyl Grignard reagent) were added thereto while maintaining the temperature in the range 10°-15° C. The resulting reaction mixture was stirred overnight after which time, 200 ml. of a saturated aqueous amonium chloride solution were added. An additional 1500 ml. of diethylether were added and the ethereal layer decanted ... Starting materials: Aqueous Solution D, S(=O)([O-])[O-].[Na+].[Na+] (sodium sulfite), C12(C(CC(C=C1)C2(C)C)S(=O)(=O)[O-])C.CC2=[NH+]C(=CC=C2)C (2,6-dimethylpyridinium 5-bornene-2-sulfonate), C(O)([O-])=O.[Na+] (sodium hydrogen carbonate), OO (hydrogen peroxide), C(=O)O (Formic acid), OO (hydrogen peroxide), starch. Conditions: temperature 10 celsius, time 21 hour. Product: OC1C2CC3C(S(OC13)(=O)=O)C2 (2-hydroxy-4-oxa-5-thiatricyclo[4.2.1.03,7]nonane 5,5-dioxide). RXN SMILES: C(O)=[O:2].OO.[C:6]12(C)[C:12](C)(C)[CH:9]([CH:10]=[CH:11]1)[CH2:8][CH:7]2[S:15]([O-:18])(=[O:17])=[O:16].CC1C=CC=C(C)[NH+]=1.S([O-])([O-])=O.[Na+].[Na+].C(=O)([O-])O.[Na+]>>[OH:2][CH:10]1[CH:11]2[CH:6]3[CH:7]([CH2:8][CH:9]1[CH2:12]3)[S:15](=[O:18])(=[O:17])[O:16]2 |f:2.3,4.5.6,7.8|. Procedure details: Into a three-necked flask having an inner volume of 300 mL equipped with a stirrer, a thermometer and a dropping funnel, the whole amount of “Aqueous Solution D” obtained above was charged, and cooled down to 10° C. 99% Formic acid (10.8 g, 0.232 mol) was weighed into a dropping funnel, and added dropwise to the reaction system so that the inner temperature of the reaction system was maintained in a range of 11 to 15° C. After that, the inner temperature was raised up to 50 to 52° C. by heating,... Starting materials: O=[Ag-], CI, CC(C)=O, O=C(O)C1CC2CC1C(=O)O2. Yields the product COC(=O)C1CC2CC1C(=O)O2. Reaction SMILES: [Ag-:18]=[O:19].[CH3:12][I:13].[CH3:14][C:15](=[O:16])[CH3:17].[O:1]=[C:2]1[O:3][CH:4]2[CH2:5][CH:6]([C:9](=[O:10])[OH:11])[CH:7]1[CH2:8]2>>[O:1]=[C:2]1[O:3][CH:4]2[CH2:5][CH:6]([C:9]([O:10][CH3:12])=[O:11])[CH:7]1[CH2:8]2. The reactants are ClCCCC[C-]1C=CC=C1.[CH-]1C=CC=C1.[Fe+2] (4-chlorobutylferrocene), [Mg] (magnesium), Cl[SiH](C)C (chlorodimethylsilane). Product: C[SiH](CCCC[C-]1C=CC=C1)C.[CH-]1C=CC=C1.[Fe+2] (4-(dimethylsilyl)butylferrocene). As a reaction SMILES: Cl[CH2:2][CH2:3][CH2:4][CH2:5][C-:6]1[CH:10]=[CH:9][CH:8]=[CH:7]1.[CH-:11]1[CH:15]=[CH:14][CH:13]=[CH:12]1.[Fe+2:16].[Mg].Cl[SiH:19]([CH3:21])[CH3:20]>>[CH3:20][SiH:19]([CH3:21])[CH2:2][CH2:3][CH2:4][CH2:5][C-:6]1[CH:10]=[CH:9][CH:8]=[CH:7]1.[CH-:11]1[CH:15]=[CH:14][CH:13]=[CH:12]1.[Fe+2:16] |f:0.1.2,5.6.7|. Procedure details: In the third reaction stage 4-chlorobutylferrocene was reacted with magnesium metal under Grignard type reaction conditions to form the corresponding Grignard intermediate compound which reacted with chlorodimethylsilane in-situ to give 4-(dimethylsilyl)butylferrocene